From a dataset of the Open Reaction Database (ORD), a public repository of structured organic reaction records. describe an organic reaction: reactants, conditions, products, and yield Starting materials: OC1=CC=C(C=C1)SC(C(=O)OC)(C)C (methyl 2-(4-hydroxyphenylthio)iso-butyrate), CC(C)OC(=O)/N=N/C(=O)OC(C)C (DIAD), ClC1=C(C=CC(C1)(OCC)Cl)O (2,4-dichlorophenetylalcohol), C1(=CC=CC=C1)P(C1=CC=CC=C1)C1=CC=CC=C1 (triphenylphosphine). Solvent: C1CCOC1 (THF), C1CCOC1 (THF). Conditions: time 8 hour. Yields the product ClC1=C(C=CC(=C1)Cl)CCOC1=CC=C(C=C1)SC(C(=O)OC)(C)C (methyl 2-[4-(2-(2,4-dichlorophenyl)ethoxy)phenylthio]isobutyrate), product. Isolated yield 70.0%. Reaction SMILES: [OH:1][C:2]1[CH:7]=[CH:6][C:5]([S:8][C:9]([CH3:15])([CH3:14])[C:10]([O:12][CH3:13])=[O:11])=[CH:4][CH:3]=1.CC(OC(/N=N/C(O[CH:27]([CH3:29])[CH3:28])=O)=O)C.[Cl:30][C:31]1[CH2:36][C:35]([Cl:40])(OCC)C=[CH:33][C:32]=1O.C1(P(C2C=CC=CC=2)C2C=CC=CC=2)C=CC=CC=1>C1COCC1>[Cl:40][C:35]1[CH:36]=[C:31]([Cl:30])[CH:32]=[CH:33][C:29]=1[CH2:27][CH2:28][O:1][C:2]1[CH:7]=[CH:6][C:5]([S:8][C:9]([CH3:15])([CH3:14])[C:10]([O:12][CH3:13])=[O:11])=[CH:4][CH:3]=1. Reported procedure: The title product was prepared according to the procedure described in Method B starting from methyl 2-(4-hydroxyphenylthio)iso-butyrate (prepared as described in example 3) (0.280 g, 1.24 mmol) and DIAD (0.325 g, 1.61 mmol) dissolved in 3 mL of anhydrous THF and added dropwise to a solution of 2,4-dichlorophenetylalcohol (0.260 g, 1.36 mmol) and triphenylphosphine (0.422 g, 1.61 mmol) in 4 mL of anhydrous THF at 0° C. The reaction was left overnight under magnetic stirring at room temperature A... Starting materials: CCO, O=[N+]([O-])c1cc(C(F)(F)F)c(Cl)c2[nH]c(C(F)(F)F)nc12, [Na], O. Yields the product CCOc1c(C(F)(F)F)cc([N+](=O)[O-])c2nc(C(F)(F)F)[nH]c12. As a reaction SMILES: [CH3:22][CH2:23][OH:24].[Cl:1][c:2]1[c:3]([C:18]([F:19])([F:20])[F:21])[cH:4][c:5]([N+:15](=[O:16])[O-:17])[c:6]2[n:7][c:8]([C:11]([F:12])([F:13])[F:14])[nH:9][c:10]12.[Na:25].[OH2:26]>>[c:2]1([O:24][CH2:23][CH3:22])[c:3]([C:18]([F:19])([F:20])[F:21])[cH:4][c:5]([N+:15](=[O:16])[O-:17])[c:6]2[n:7][c:8]([C:11]([F:12])([F:13])[F:14])[nH:9][c:10]12. Product: C(=O)(O)C1CN(CCN1)C=1C(=CC(=C(N)C1)[N+](=O)[O-])Cl (5-(3-Carboxypiperazin-1-yl)-4-chloro-2-nitroaniline). Procedure: To a solution of 2.10 g of 4,5-dichloro-2-nitroaniline and 2.20 g of 2-piperazinecarboxylic acid in 20 ml of cyclohexanol, 4.80 g of sodium carbonate was added, followed by 14 hours' stirring at 150° C. After cooling the reaction liquid to room temperature, water was added and the system was washed with chloroform. The aqueous layer was purified with an ion-exchange resin (Diaion HP-20, Mitsubishi Kasei, eluent: methanol). Upon condensing the fraction containing the object product under reduced ... Conditions: temperature 150 celsius, time 14 hour. Starting materials: O (water), ClC1=CC(=C(N)C=C1Cl)[N+](=O)[O-] (4,5-dichloro-2-nitroaniline), N1C(CNCC1)C(=O)O (2-piperazinecarboxylic acid), C([O-])([O-])=O.[Na+].[Na+] (sodium carbonate). Run in C1(CCCCC1)O (cyclohexanol). Reaction SMILES: [Cl:1][C:2]1[C:8](Cl)=[CH:7][C:5]([NH2:6])=[C:4]([N+:10]([O-:12])=[O:11])[CH:3]=1.[NH:13]1[CH2:18][CH2:17][NH:16][CH2:15][CH:14]1[C:19]([OH:21])=[O:20].C(=O)([O-])[O-].[Na+].[Na+].O>C1(O)CCCCC1>[C:19]([CH:14]1[NH:13][CH2:18][CH2:17][N:16]([C:8]2[C:2]([Cl:1])=[CH:3][C:4]([N+:10]([O-:12])=[O:11])=[C:5]([CH:7]=2)[NH2:6])[CH2:15]1)([OH:21])=[O:20] |f:2.3.4|. The yield is 72.1%. Starting materials: Brc1ccc(Br)nn1, CN(C)C=O, Cc1cccc(N2CCNCC2)c1, Cl, Cl, [Na+], [Na+], O=C([O-])[O-], O. Product: Cc1cccc(N2CCN(c3ccc(Br)nn3)CC2)c1. Reaction SMILES: [Br:27][c:28]1[n:29][n:30][c:31]([Br:34])[cH:32][cH:33]1.[CH3:22][N:23]([CH3:24])[CH:25]=[O:26].[CH3:3][c:4]1[cH:5][c:6]([N:10]2[CH2:11][CH2:12][NH:13][CH2:14][CH2:15]2)[cH:7][cH:8][cH:9]1.[ClH:1].[ClH:2].[Na+:16].[Na+:17].[O-:18][C:19](=[O:20])[O-:21].[OH2:35]>>[CH3:3][c:4]1[cH:5][c:6]([N:10]2[CH2:11][CH2:12][N:13]([c:31]3[n:30][n:29][c:28]([Br:27])[cH:33][cH:32]3)[CH2:14][CH2:15]2)[cH:7][cH:8][cH:9]1.